Task: describe an organic reaction: reactants, conditions, products, and yield. Dataset: the Open Reaction Database (ORD), a public repository of structured organic reaction records The reactants are CCCCCCCCCCCC(O)CC1OC(=O)C1CCCCCC, C1CCOC1, CC(C)CC(NC=O)C(=O)O, CCOC(=O)N=NC(=O)OCC, c1ccc(P(c2ccccc2)c2ccccc2)cc1. Yields the product CCCCCCCCCCCC(CC1OC(=O)C1CCCCCC)OC(=O)C(CC(C)C)NC=O. RXN SMILES: [CH2:1]([CH2:2][CH2:3][CH2:4][CH2:5][CH3:6])[CH:7]1[C:8](=[O:25])[O:9][CH:10]1[CH2:11][CH:12]([CH2:13][CH2:14][CH2:15][CH2:16][CH2:17][CH2:18][CH2:19][CH2:20][CH2:21][CH2:22][CH3:23])[OH:24].[CH2:68]1[O:69][CH2:70][CH2:71][CH2:72]1.[CH:45](=[O:46])[NH:47][CH:48]([CH2:49][CH:50]([CH3:51])[CH3:52])[C:53](=[O:54])[OH:55].[O:56]=[C:57]([O:58][CH2:59][CH3:60])[N:61]=[N:62][C:63]([O:64][CH2:65][CH3:66])=[O:67].[c:26]1([P:27]([c:28]2[cH:29][cH:30][cH:31][cH:32][cH:33]2)[c:34]2[cH:35][cH:36][cH:37][cH:38][cH:39]2)[cH:40][cH:41][cH:42][cH:43][cH:44]1>>[CH2:1]([CH2:2][CH2:3][CH2:4][CH2:5][CH3:6])[CH:7]1[C:8](=[O:25])[O:9][CH:10]1[CH2:11][CH:12]([CH2:13][CH2:14][CH2:15][CH2:16][CH2:17][CH2:18][CH2:19][CH2:20][CH2:21][CH2:22][CH3:23])[O:24][C:53]([CH:48]([NH:47][CH:45]=[O:46])[CH2:49][CH:50]([CH3:51])[CH3:52])=[O:54]. The reactants are carbonyl, C(C)O (ethanol), C(C)(C)(C)N=NC1(CCCCC1)N=C=O (1-t-butylazo-1-isocyanatocyclohexane), [H-].[Na+] (sodium hydride), C(C)(C)(C)N=NC1(CCCCC1)N=C=O (1-t-butylazo-1-isocyanatocyclohexane), [N-]=C=O (isocyanate). The solvent is O (water). Conditions: time 30 minute. Product: C(C)(C)(C)N=NC1(CCCCC1)NC(=O)OCC (1-t-Butylazo-1-(ethoxycarbonylamino)cyclohexane). RXN SMILES: [CH2:1]([OH:3])[CH3:2].[H-].[Na+].[C:6]([N:10]=[N:11][C:12]1([N:18]=[C:19]=[O:20])[CH2:17][CH2:16][CH2:15][CH2:14][CH2:13]1)([CH3:9])([CH3:8])[CH3:7].[N-]=C=O>O>[C:6]([N:10]=[N:11][C:12]1([NH:18][C:19]([O:3][CH2:1][CH3:2])=[O:20])[CH2:17][CH2:16][CH2:15][CH2:14][CH2:13]1)([CH3:9])([CH3:7])[CH3:8] |f:1.2|. Reported procedure: To 50 ml of ethanol in a 125 ml erlenmeyer flask stirred with a magnetic stirrer, was slowly added 2.1 grams (0.05 moles) of 57% sodium hydride. After the temperature came back to 25° C., 10.5 grams (0.05 moles) of 1-t-butylazo-1-isocyanatocyclohexane was added dropwise over 5 minutes. After the addition was complete, the reaction was stirred an additional 30 minutes at room temperature. Gas chromatography indicated that the 1-t-butylazo-1-isocyanatocyclohexane had reacted almost immediately. Th... Reactants: [Cl-] (chloride), C(C(=O)Cl)(=O)Cl (oxalyl chloride), carbonyl, OC(CC(C)(C)OOC(CC(C)O)(C)C)C (di(3-hydroxy-1,1-dimethylbutyl) peroxide). Solvent: CC(C)(C)OC (MTBE). Product: ClC(=O)C(=O)OC(CC(C)(C)OOC(CC(C)OC(=O)C(=O)Cl)(C)C)C (Di(3-chlorocarbonylcarbonyloxy-1,1-dimethylbutyl) Peroxide). Yield: 82.7%. Reaction SMILES: [C:1](Cl)(=[O:5])[C:2]([Cl:4])=[O:3].[OH:7][CH:8]([CH3:22])[CH2:9][C:10]([O:13][O:14][C:15]([CH3:21])([CH3:20])[CH2:16][CH:17]([OH:19])[CH3:18])([CH3:12])[CH3:11].[Cl-:23]>CC(OC)(C)C>[Cl:23][C:2]([C:1]([O:19][CH:17]([CH3:18])[CH2:16][C:15]([O:14][O:13][C:10]([CH3:12])([CH3:11])[CH2:9][CH:8]([O:7][C:1]([C:2]([Cl:4])=[O:3])=[O:5])[CH3:22])([CH3:20])[CH3:21])=[O:5])=[O:3]. Procedure: A 250 mL three-neck flask equipped with a magnetic stirrer, a thermometer and an addition funnel was charged with 50.8 g (400 mmoles) of oxalyl chloride and 75 mL of MTBE. Then to the resulting solution was slowly added 24.7 g (100 mmoles) of 95% di(3-hydroxy-1,1-dimethylbutyl) peroxide over a period of 30 minutes at 21°-30° C. The addition funnel was then replaced with a nitrogen gas tube and dry nitrogen gas wasslowly bubbled through the reaction mass in order to remove HCl over a period of 4 ...